This data is from the Open Reaction Database (ORD), a public repository of structured organic reaction records. The task is: describe an organic reaction: reactants, conditions, products, and yield The reactants are FC1=C(C=CC(=C1)F)C(C(C#N)(F)F)(CN1N=CN=C1)O (3-(2,4-difluorophenyl)-2,2-difluoro-3-hydroxy-4-(1H-1,2,4-triazol-1-yl)butanenitrile), P(=S)(SCC)(OCC)[O-] (diethyl dithiophosphate), O (water), Cl.O1CCOCC1 (hydrochloric acid dioxane). Run in C(C)OCC (diethyl ether). Product: Cl.FC1=C(C=CC(=C1)F)C(C(C(N)=S)(F)F)(CN1N=CN=C1)O (3-(2,4-difluorophenyl)-2,2-difluoro-3-hydroxy-4-(1H-1,2,4-triazol-1yl)butanethioamide hydrochloride). RXN SMILES: [F:1][C:2]1[CH:7]=[C:6]([F:8])[CH:5]=[CH:4][C:3]=1[C:9]([OH:21])([CH2:15][N:16]1[CH:20]=[N:19][CH:18]=[N:17]1)[C:10]([F:14])([F:13])[C:11]#[N:12].P([O-])(OCC)(SCC)=[S:23].O.[ClH:32].O1CCOCC1>C(OCC)C>[ClH:32].[F:1][C:2]1[CH:7]=[C:6]([F:8])[CH:5]=[CH:4][C:3]=1[C:9]([OH:21])([CH2:15][N:16]1[CH:20]=[N:19][CH:18]=[N:17]1)[C:10]([F:13])([F:14])[C:11](=[S:23])[NH2:12] |f:3.4,6.7|. Procedure: To 100 mg of 3-(2,4-difluorophenyl)-2,2-difluoro-3-hydroxy-4-(1H-1,2,4-triazol-1-yl)butanenitrile were added 0.2 ml of diethyl dithiophosphate and 0.04 ml of water. The resulting mixture was subjected to reaction at 80°-90° C. for 5hours. The reaction mixture was purified by a column chromatography (eluant: chloroform/methanol=50/1) to obtain an oily matter. To the oily matter was added 0.5 ml of a 2N hydrochloric acid-dioxane solution, and then diethyl ether was added. The resulting crystals we...